From a dataset of the Open Reaction Database (ORD), a public repository of structured organic reaction records. describe an organic reaction: reactants, conditions, products, and yield Starting materials: CC(C)(C)c1ccc(COc2ccccc2C=CC(CCc2ccc(C#N)cc2)Cc2ccc(C(=O)O)cc2)cc1, C1CCOC1, Cc1ccccc1, O=C(Cl)C(=O)Cl, Cl, N=C(N)NN, [Na+], CN(C)C=O, [OH-], O. Product: CC(C)(C)c1ccc(COc2ccccc2C=CC(CCc2ccc(C#N)cc2)Cc2ccc(C(=O)NNC(=N)N)cc2)cc1. Reaction SMILES: [C:7]([CH3:8])([CH3:9])([CH3:10])[c:11]1[cH:12][cH:13][c:14]([CH2:15][O:16][c:17]2[c:18]([CH:23]=[CH:24][CH:25]([CH2:26][c:27]3[cH:28][cH:29][c:30]([C:31](=[O:32])[OH:33])[cH:34][cH:35]3)[CH2:36][CH2:37][c:38]3[cH:39][cH:40][c:41]([C:44]#[N:45])[cH:42][cH:43]3)[cH:19][cH:20][cH:21][cH:22]2)[cH:46][cH:47]1.[CH2:63]1[O:64][CH2:65][CH2:66][CH2:67]1.[CH3:56][c:57]1[cH:58][cH:59][cH:60][cH:61][cH:62]1.[Cl:1][C:2]([C:3]([Cl:4])=[O:5])=[O:6].[ClH:48].[NH2:49][NH:50][C:51](=[NH:52])[NH2:53].[Na+:55].[O:69]=[CH:70][N:71]([CH3:72])[CH3:73].[OH-:54].[OH2:68]>>[C:7]([CH3:8])([CH3:9])([CH3:10])[c:11]1[cH:12][cH:13][c:14]([CH2:15][O:16][c:17]2[c:18]([CH:23]=[CH:24][CH:25]([CH2:26][c:27]3[cH:28][cH:29][c:30]([C:31](=[O:32])[NH:49][NH:50][C:51](=[NH:52])[NH2:53])[cH:34][cH:35]3)[CH2:36][CH2:37][c:38]3[cH:39][cH:40][c:41]([C:44]#[N:45])[cH:42][cH:43]3)[cH:19][cH:20][cH:21][cH:22]2)[cH:46][cH:47]1. Reaction SMILES: [CH2:18]([CH3:19])[c:20]1[c:21]([OH:30])[c:22]([C:27]([CH3:28])=[O:29])[cH:23][cH:24][c:25]1[OH:26].[OH:1][CH2:2][c:3]1[cH:4][c:5]([S:9][c:10]2[cH:11][cH:12][c:13]([C:16]#[N:17])[n:14][cH:15]2)[cH:6][cH:7][cH:8]1>>[O:1]([CH2:2][c:3]1[cH:4][c:5]([S:9][c:10]2[cH:11][cH:12][c:13]([C:16]#[N:17])[n:14][cH:15]2)[cH:6][cH:7][cH:8]1)[c:25]1[c:20]([CH2:18][CH3:19])[c:21]([OH:30])[c:22]([C:27]([CH3:28])=[O:29])[cH:23][cH:24]1. Yields the product CCc1c(OCc2cccc(Sc3ccc(C#N)nc3)c2)ccc(C(C)=O)c1O. The reactants are CCc1c(O)ccc(C(C)=O)c1O, N#Cc1ccc(Sc2cccc(CO)c2)cn1.